This data is from the Open Reaction Database (ORD), a public repository of structured organic reaction records. The task is: describe an organic reaction: reactants, conditions, products, and yield Starting materials: CN(C)C=O, O=C(O)c1cccc(CCl)c1, [H-], CC(C)(C)OC(=O)NC(=O)OC(C)(C)C, [Na+]. Yields the product Cl, NCc1cccc(C(=O)O)c1. RXN SMILES: [CH3:29][N:30]([CH3:31])[CH:32]=[O:33].[Cl:18][CH2:19][c:20]1[cH:21][c:22]([C:23](=[O:24])[OH:25])[cH:26][cH:27][cH:28]1.[H-:16].[NH:1]([C:2]([O:3][C:4]([CH3:5])([CH3:6])[CH3:7])=[O:8])[C:9]([O:10][C:11]([CH3:12])([CH3:13])[CH3:14])=[O:15].[Na+:17]>>[ClH:18].[NH2:1][CH2:19][c:20]1[cH:21][c:22]([C:23](=[O:24])[OH:25])[cH:26][cH:27][cH:28]1. The reactants are 120, CC(CC(C)(OCCC)OCCC)=C (4-methyl-2,2-di-n-propoxy-4-pentene), CC(=CCO)C (3-methyl-2-buten-1-ol), C1CCCCC1 (cyclohexane). Solvent: C(=O)O (formic acid). Yields the product 57.5, CC(=CC(C)=O)CCC=C(C)C (4,8-dimethyl-3,7-nonadien-2-one). Yield: 89.0%. RXN SMILES: [CH3:1][C:2](=[CH2:14])[CH2:3][C:4]([O:10]CCC)(OCCC)[CH3:5].[CH3:15][C:16]([CH3:20])=[CH:17][CH2:18]O.C1CCCCC1>C(O)=O>[CH3:5][C:4]([CH2:10][CH2:18][CH:17]=[C:16]([CH3:20])[CH3:15])=[CH:3][C:2](=[O:14])[CH3:1]. Procedure details: In an autoclave, a mixture of 120 parts of 4-methyl-2,2-di-n-propoxy-4-pentene, 50 parts of prenol and 170 parts of cyclohexane is heated with 3.4 parts of formic acid for 4 hours at 160°C. Fractional distillation gives 57.5 parts of 4,8-dimethyl-3,7-nonadien-2-one, equivalent to a yield of 89% and a conversion of 67% based on prenol. Reactants: ClC1=CC=C(C=C1)C1(N=C(N(C1(C)C1=CC=C(C=C1)Cl)C(=O)Cl)C1=C(C=C(C=C1)S(=O)(=O)N1CCCC1)OCC)C (rac-(4S*,5R*)-4,5-bis-(4-chloro-phenyl)-2-[2-ethoxy-4-(pyrrolidine-1-sulfonyl)-phenyl]-4,5-dimethyl-4,5-dihydro-imidazole-1-carbonyl chloride), N1(CCNCC1)CC(=O)N1CCCC1 (2-piperazin-1-yl-1-pyrrolidin-1-yl-ethanone). The product is ClC1=CC=C(C=C1)[C@@]1(N=C(N([C@]1(C)C1=CC=C(C=C1)Cl)C(=O)N1CCN(CC1)CC(=O)N1CCCC1)C1=C(C=C(C=C1)S(=O)(=O)N1CCCC1)OCC)C (2-(4-{(4S,5R)-4,5-Bis-(4-chloro-phenyl)-2-[2-ethoxy-4-(pyrrolidine-1-sulfonyl)-phenyl]-4,5-dimethyl-4,5-dihydro-imidazole-1-carbonyl}piperazin-1-yl)-1-pyrrolidin-1-yl-ethanone). Reaction SMILES: [Cl:1][C:2]1[CH:7]=[CH:6][C:5]([C:8]2([CH3:41])[C:12]([C:14]3[CH:19]=[CH:18][C:17]([Cl:20])=[CH:16][CH:15]=3)([CH3:13])[N:11]([C:21](Cl)=[O:22])[C:10]([C:24]3[CH:29]=[CH:28][C:27]([S:30]([N:33]4[CH2:37][CH2:36][CH2:35][CH2:34]4)(=[O:32])=[O:31])=[CH:26][C:25]=3[O:38][CH2:39][CH3:40])=[N:9]2)=[CH:4][CH:3]=1.[N:42]1([CH2:48][C:49]([N:51]2[CH2:55][CH2:54][CH2:53][CH2:52]2)=[O:50])[CH2:47][CH2:46][NH:45][CH2:44][CH2:43]1>>[Cl:1][C:2]1[CH:3]=[CH:4][C:5]([C@@:8]2([CH3:41])[C@:12]([C:14]3[CH:19]=[CH:18][C:17]([Cl:20])=[CH:16][CH:15]=3)([CH3:13])[N:11]([C:21]([N:45]3[CH2:44][CH2:43][N:42]([CH2:48][C:49]([N:51]4[CH2:52][CH2:53][CH2:54][CH2:55]4)=[O:50])[CH2:47][CH2:46]3)=[O:22])[C:10]([C:24]3[CH:29]=[CH:28][C:27]([S:30]([N:33]4[CH2:34][CH2:35][CH2:36][CH2:37]4)(=[O:31])=[O:32])=[CH:26][C:25]=3[O:38][CH2:39][CH3:40])=[N:9]2)=[CH:6][CH:7]=1. Procedure details: In a manner analogous to the method described in example 5, rac-(4S*,5R*)-4,5-bis-(4-chloro-phenyl)-2-[2-ethoxy-4-(pyrrolidine-1-sulfonyl)-phenyl]-4,5-dimethyl-4,5-dihydro-imidazole-1-carbonyl chloride was reacted with 2-piperazin-1-yl-1-pyrrolidin-1-yl-ethanone (Aldrich) to give the title compound as a racemic mixture. The enantiomers were then separated by supercritical fluid chromatography (Berger Instrument Multi-Gram II, Daicel ChiralPak OD-H 3×25 cm, 35° C. at 100 bar, eluting with 30% of ...